Task: describe an organic reaction: reactants, conditions, products, and yield. Dataset: the Open Reaction Database (ORD), a public repository of structured organic reaction records The reactants are C(C(=O)Cl)(=O)Cl (oxalyl chloride), CS(=O)(=O)Cl (methanesulfonyl chloride), C(C)(C)N(C(C)C)CC (N,N-diisopropylethylamine), CS(=O)(=O)Cl (methanesulfonyl chloride), ClC=1C=C(CNC(=O)C=2N(C=C(C(C2OCC2=CC=CC=C2)=O)Br)C(CO)COCOC)C=CC1F (3-benzyloxy-5-bromo-1-(1-hydroxy-3-methoxymethoxy-2-propyl)-4-oxo-1,4-dihydropyridine-2-carboxylic acid 3-chloro-4-fluorobenzylamide). The solvent is C(Cl)Cl (methylene chloride), C(Cl)Cl (methylene chloride), CS(=O)C (dimethyl sulfoxide), C(C)N(CC)CC (triethylamine), C(Cl)(Cl)Cl (chloroform), C(Cl)Cl (methylene chloride). Reaction conditions: time 10 minute. Product: C(C1=CC=CC=C1)OC=1C(C(=CN2C1C(N(C=C2COCOC)CC2=CC(=C(C=C2)F)Cl)=O)Br)=O (9-benzyloxy-7-bromo-2-(3-chloro-4-fluorobenzyl)-4-(methoxymethoxy)methyl-2H-pyrido[1,2-a]pyrazine-1,8-dione). Isolated yield 41.2%. RXN SMILES: C(Cl)(=O)C(Cl)=O.[Cl:7][C:8]1[CH:9]=[C:10]([CH:39]=[CH:40][C:41]=1[F:42])[CH2:11][NH:12][C:13]([C:15]1[N:16]([CH:31]([CH2:34][O:35][CH2:36][O:37][CH3:38])[CH2:32]O)[CH:17]=[C:18]([Br:30])[C:19](=[O:29])[C:20]=1[O:21][CH2:22][C:23]1[CH:28]=[CH:27][CH:26]=[CH:25][CH:24]=1)=[O:14].C(N(CC)C(C)C)(C)C.CS(Cl)(=O)=O>C(Cl)Cl.C(Cl)(Cl)Cl.C(N(CC)CC)C.CS(C)=O>[CH2:22]([O:21][C:20]1[C:19](=[O:29])[C:18]([Br:30])=[CH:17][N:16]2[C:31]([CH2:34][O:35][CH2:36][O:37][CH3:38])=[CH:32][N:12]([CH2:11][C:10]3[CH:39]=[CH:40][C:41]([F:42])=[C:8]([Cl:7])[CH:9]=3)[C:13](=[O:14])[C:15]=12)[C:23]1[CH:24]=[CH:25][CH:26]=[CH:27][CH:28]=1. Procedure: To a solution of oxalyl chloride (0.245 ml) in methylene chloride (1 ml) was added dropwise a solution of dimethyl sulfoxide (0.269 ml) in methylene chloride (1 ml) under a nitrogen stream at −78° C. and the mixture was stirred for 10 min. A solution of 3-benzyloxy-5-bromo-1-(1-hydroxy-3-methoxymethoxy-2-propyl)-4-oxo-1,4-dihydropyridine-2-carboxylic acid 3-chloro-4-fluorobenzylamide (410 mg) in methylene chloride (16 ml) was added at the same temperature over 5 min. After stirring for further 1... Reactants: C(C=C)(=O)OCCCC (butyl acrylate), C(=C)C1=C(C=CC=C1)C=C (divinylbenzene), stainless steel, C=CC1=CC=CC=C1 (styrene), S(=O)(=O)([O-])OOS(=O)(=O)[O-].[NH4+].[NH4+] (ammonium persulfate), beta carboxyl ethyl acrylate, C=CC1=CC=CC=C1 (styrene), C(C=C)(=O)OCCCC (butyl acrylate), beta carboxyl ethyl acrylate, C(=C)C1=C(C=CC=C1)C=C (divinylbenzene). The solvent is O (water), O (water), O (water), O (water), O (water), O (water), O (water). Conditions: temperature 75 celsius. The product is C(=C)C1=C(C=CC=C1)C=C.C(C=C)(=O)OCCCC.C=CC1=CC=CC=C1 (styrene butyl acrylate divinylbenzene). RXN SMILES: [CH2:1]=[CH:2][C:3]1[CH:8]=[CH:7][CH:6]=[CH:5][CH:4]=1.[C:9]([O:13][CH2:14][CH2:15][CH2:16][CH3:17])(=[O:12])[CH:10]=[CH2:11].[CH:18]([C:20]1[CH:25]=[CH:24][CH:23]=[CH:22][C:21]=1[CH:26]=[CH2:27])=[CH2:19].S(OOS([O-])(=O)=O)([O-])(=O)=O.[NH4+].[NH4+]>O>[CH:18]([C:20]1[CH:25]=[CH:24][CH:23]=[CH:22][C:21]=1[CH:26]=[CH2:27])=[CH2:19].[C:9]([O:13][CH2:14][CH2:15][CH2:16][CH3:17])(=[O:12])[CH:10]=[CH2:11].[CH2:1]=[CH:2][C:3]1[CH:8]=[CH:7][CH:6]=[CH:5][CH:4]=1 |f:3.4.5,7.8.9|. Procedure: A crosslinked latex resin emulsion comprised of crosslinked resin or polymer particles derived from the emulsion polymerization of styrene, butyl acrylate, beta carboxyl ethyl acrylate (Beta CEA) and divinylbenzene was prepared as follows. An organic phase was prepared by blending 380 grams of styrene, 162 grams of butyl acrylate, 16.2 grams of beta carboxyl ethyl acrylate (Beta CEA) and 5.4 grams of divinylbenzene. An aqueous phase was then prepared by mixing 9.4 grams of the surfactant DOWFAX®... Reactants: C(C1=CC=CC=C1)N1CC2C=3C=NC(=NC3C(C1)C2)C (10-benzyl-4-methyl-3,5,10-triaza-tricyclo[6.3.1.02,7]dodeca-2(7),3,5-triene), C(C1=CC=NC=C1)(=N)N (isonicotinamidine). The product is N1=CC=C(C=C1)C1=NC=2C3CNCC(C2C=N1)C3 (4-Pyridin-4-yl-3,5,10-triaza-tricyclo[6.3.1.02,7]dodeca-2(7),3,5-triene). As a reaction SMILES: C([N:8]1[CH2:18][CH:17]2[CH2:19][CH:10]([C:11]3[CH:12]=[N:13][C:14]([CH3:20])=[N:15][C:16]=32)[CH2:9]1)C1C=CC=CC=1.C(N)(=N)C1[CH:27]=[CH:26][N:25]=[CH:24][CH:23]=1>>[N:25]1[CH:26]=[CH:27][C:20]([C:14]2[N:13]=[CH:12][C:11]3[CH:10]4[CH2:19][CH:17]([CH2:18][NH:8][CH2:9]4)[C:16]=3[N:15]=2)=[CH:23][CH:24]=1. Reported procedure: Following the method described in Example 13, 10-benzyl-4-methyl-3,5,10-triaza-tricyclo[6.3.1.02,7]dodeca-2(7),3,5-triene and isonicotinamidine were converted to the title compound in 7.5% overall yield. APCl MS m/z 239.1 (M+H)+. Starting materials: CCOC(=O)c1cn(C2CC2)c2c(OC)c(F)ccc2c1=O, CC(=O)O, O, O=S(=O)(O)O. Yields the product COc1c(F)ccc2c(=O)c(C(=O)O)cn(C3CC3)c12. As a reaction SMILES: [CH2:1]([CH3:2])[O:3][C:4](=[O:5])[c:6]1[cH:7][n:8]([CH:20]2[CH2:21][CH2:22]2)[c:9]2[c:10]([O:18][CH3:19])[c:11]([F:17])[cH:12][cH:13][c:14]2[c:15]1=[O:16].[CH3:23][C:24](=[O:25])[OH:26].[OH2:32].[S:27](=[O:28])(=[O:29])([OH:30])[OH:31]>>[O:3]=[C:4]([OH:5])[c:6]1[cH:7][n:8]([CH:20]2[CH2:21][CH2:22]2)[c:9]2[c:10]([O:18][CH3:19])[c:11]([F:17])[cH:12][cH:13][c:14]2[c:15]1=[O:16]. The reactants are N(=[N+]=[N-])CCCC=1OC=CC1 (2-(3-azidopropyl)furan). The reagents and catalysts are [Pd] (Pd/C). The solvent is CO (methanol). Reaction conditions: temperature 25 celsius, time 8 hour. Product: O1C(=CC=C1)CCCN (3-Furan-2-yl-propylamine). Reaction SMILES: [N:1]([CH2:4][CH2:5][CH2:6][C:7]1[O:8][CH:9]=[CH:10][CH:11]=1)=[N+]=[N-]>CO.[Pd]>[O:8]1[CH:9]=[CH:10][CH:11]=[C:7]1[CH2:6][CH2:5][CH2:4][NH2:1]. Procedure: At 0° C., butyllithium (70 mL, 1.6 M in hexane) was added to a solution of furan (10 g, 0.15 mol) in THF (150 mL). The mixture was stirred at 0° C. for 1h, then treated with a solution of 1,3-dibromopropane (30 g, 0.15 mol) in THF (50 mL). The mixture was allowed to warm to 25° C. over 2 h, then quenched with a saturated NH4Cl solution (50 mL). The aqueous phase was extracted with diethyl ether (3×50 mL) and the combined organic extracts was dried over Na2SO4. The solvent was evaporated to give ... Reaction SMILES: [C:1]([N:5]1[CH2:8][CH:7]([OH:9])[CH2:6]1)([CH3:4])([CH3:3])[CH3:2].[C:10]1([OH:20])[C:19]2[C:14](=[CH:15][CH:16]=[CH:17][CH:18]=2)[CH:13]=[CH:12][CH:11]=1.[OH-].[K+]>CCOCC>[C:10]1([O:20][CH2:6][CH:7]([OH:9])[CH2:8][NH:5][C:1]([CH3:2])([CH3:3])[CH3:4])[C:19]2[C:14](=[CH:15][CH:16]=[CH:17][CH:18]=2)[CH:13]=[CH:12][CH:11]=1 |f:2.3|. Procedure: To a mixture of 6.5 parts of 1-(tert.-butyl)-3-azetidinol and 7.9 parts of α-naphthol 0.2 part of potassium hydroxide was added, and the mixture was heated at 160° C. for 24 hours. The reaction mixture was cooled and then dissolved in 100 parts of ether. The solution was washed twice with 50 parts of 2N-sodium hydroxide aqueous solution and extracted three times with 50 parts of 2N-hydrochloric acid aqueous solution. The extract was washed with 50 parts of ether and made alkaline by addition of ... Reaction conditions: temperature 160 celsius. Solvent: CCOCC (ether). The reactants are C(C)(C)(C)N1CC(C1)O (1-(tert.-butyl)-3-azetidinol), C1(=CC=CC2=CC=CC=C12)O (α-naphthol), [OH-].[K+] (potassium hydroxide). Product: C1(=CC=CC2=CC=CC=C12)OCC(CNC(C)(C)C)O (1-(α-naphthoxy)-3-(tert.-butylamino)-2-propanol). Reactants: FC1=CN=C2N1C=C(C(=N2)C2=CC=C(C=O)C=C2)C2=CC=CC=C2 (4-(3-fluoro-6-phenyl-imidazo[1,2-a]pyrimidin-7-yl)-benzaldehyde), Cl.N1CC(C1)C1=NC(=NN1)C1=NC=CC=C1 (2-(5-azetidine-3-yl-[1,2,4]triazol-3-yl)-pyridine hydrochloride salt). Product: FC1=CN=C2N1C=C(C(=N2)C2=CC=C(C=C2)CN2CC(C2)C2=NNC(=N2)C2=NC=CC=C2)C2=CC=CC=C2 (3-fluoro-6-phenyl-7-(4-{[3-(5-pyridin-2-yl-1,2,4-triazol-3-yl)azetidin-1-yl]methyl}phenyl)imidazo[1,2-a]pyrimidine). Isolated yield 57.6%. As a reaction SMILES: [F:1][C:2]1[N:6]2[CH:7]=[C:8]([C:19]3[CH:24]=[CH:23][CH:22]=[CH:21][CH:20]=3)[C:9]([C:11]3[CH:18]=[CH:17][C:14]([CH:15]=O)=[CH:13][CH:12]=3)=[N:10][C:5]2=[N:4][CH:3]=1.Cl.[NH:26]1[CH2:29][CH:28]([C:30]2[NH:34][N:33]=[C:32]([C:35]3[CH:40]=[CH:39][CH:38]=[CH:37][N:36]=3)[N:31]=2)[CH2:27]1>>[F:1][C:2]1[N:6]2[CH:7]=[C:8]([C:19]3[CH:24]=[CH:23][CH:22]=[CH:21][CH:20]=3)[C:9]([C:11]3[CH:18]=[CH:17][C:14]([CH2:15][N:26]4[CH2:27][CH:28]([C:30]5[N:31]=[C:32]([C:35]6[CH:40]=[CH:39][CH:38]=[CH:37][N:36]=6)[NH:33][N:34]=5)[CH2:29]4)=[CH:13][CH:12]=3)=[N:10][C:5]2=[N:4][CH:3]=1 |f:1.2|. Procedure details: This compound was prepared in analogy by reacting 90 mg (0.28 mmol) 4-(3-fluoro-6-phenyl-imidazo[1,2-a]pyrimidin-7-yl)-benzaldehyde with 93 mg (0.34 mmol) 2-(5-azetidine-3-yl-[1,2,4]triazol-3-yl)-pyridine hydrochloride salt according to the procedure in example 1. After four and a half hours the reaction mixture was worked up and purified in the usual way as described in example 1. 81 mg of the desired product were obtained. Starting materials: intermediate 1, COC(C1=C(C=C(C=C1Cl)Cl)N)=O (2-amino-4,6-dichloro-benzoic acid methyl ester), CCCCCC (n-hexane), C(C1=CC=CC=C1)OC1=C(C=C(C=C1)C(C(=O)O)C)Br (2-(4-benzyloxy-3-bromo-phenyl)-propionic acid), O=S(Cl)Cl (SOCl2). The solvent is CCOC(=O)C (EtOAc). The product is COC(C1=C(C=C(C=C1Cl)Cl)NC(C(C)C1=CC(=C(C=C1)OCC1=CC=CC=C1)Br)=O)=O (2-[2-(4-benzyloxy-3-bromo-phenyl)-propionylamino]-4,6-dichloro-benzoic acid methyl ester). The yield is 70.6%. Reaction SMILES: [CH2:1]([O:8][C:9]1[CH:14]=[CH:13][C:12]([CH:15]([CH3:19])[C:16]([OH:18])=O)=[CH:11][C:10]=1[Br:20])[C:2]1[CH:7]=[CH:6][CH:5]=[CH:4][CH:3]=1.O=S(Cl)Cl.[CH3:25][O:26][C:27](=[O:37])[C:28]1[C:33]([Cl:34])=[CH:32][C:31]([Cl:35])=[CH:30][C:29]=1[NH2:36].CCCCCC>CCOC(C)=O>[CH3:25][O:26][C:27](=[O:37])[C:28]1[C:33]([Cl:34])=[CH:32][C:31]([Cl:35])=[CH:30][C:29]=1[NH:36][C:16](=[O:18])[CH:15]([C:12]1[CH:13]=[CH:14][C:9]([O:8][CH2:1][C:2]2[CH:3]=[CH:4][CH:5]=[CH:6][CH:7]=2)=[C:10]([Br:20])[CH:11]=1)[CH3:19]. Reported procedure: The objective compound was prepared by the same procedure for the intermediate 1, using a 2-(4-benzyloxy-3-bromo-phenyl)-propionic acid (1.0 g, 3.00 mmol), SOCl2 (1.10 mL, 14.9 mmol), and 2-amino-4,6-dichloro-benzoic acid methyl ester (0.50 g, 2.40 mmol). After normal workup, the pure objective compound (0.91 g, 71%) was obtained as white solid by a flash column chromatography (n-hexane:EtOAc=5:1): 1H NMR (200 MHz, CDCl3) δ 1.53 (s, 3H, CH3), 3.62 (q, J=7.1 Hz, 1H, CH), 3.79 (s, 3H, CO2CH3), 5.1... Reactants: N1(C=NC=C1)CCOC1=C(C=C(C=C1)N)C=1N(N=CC1)C (4-(2-imidazol-1-yl-ethoxy)-3-(2-methyl-2H-pyrazol-3-yl)-phenylamine), FC1=C(C=CC(=C1)F)N=C=O (2,4-difluoro phenyl isocyanate). Run in ClCCl (dichloromethane). Run at time 8 hour. Product: FC1=C(C=CC(=C1)F)NC(=O)NC1=CC(=C(C=C1)OCCN1C=NC=C1)C=1N(N=CC1)C (1-(2,4-difluoro-phenyl)-3-[4-(2-imidazol-1-yl-ethoxy)-3-(2-methyl-2H-pyrazol-3-yl)-phenyl]-urea). The yield is 75.0%. RXN SMILES: [N:1]1([CH2:6][CH2:7][O:8][C:9]2[CH:14]=[CH:13][C:12]([NH2:15])=[CH:11][C:10]=2[C:16]2[N:17]([CH3:21])[N:18]=[CH:19][CH:20]=2)[CH:5]=[CH:4][N:3]=[CH:2]1.[F:22][C:23]1[CH:28]=[C:27]([F:29])[CH:26]=[CH:25][C:24]=1[N:30]=[C:31]=[O:32]>ClCCl>[F:22][C:23]1[CH:28]=[C:27]([F:29])[CH:26]=[CH:25][C:24]=1[NH:30][C:31]([NH:15][C:12]1[CH:13]=[CH:14][C:9]([O:8][CH2:7][CH2:6][N:1]2[CH:5]=[CH:4][N:3]=[CH:2]2)=[C:10]([C:16]2[N:17]([CH3:21])[N:18]=[CH:19][CH:20]=2)[CH:11]=1)=[O:32]. Reported procedure: To a solution of 4-(2-imidazol-1-yl-ethoxy)-3-(2-methyl-2H-pyrazol-3-yl)-phenylamine (0.08 g, 0.256 mmol) in 2.0 mL of dichloromethane was added 2,4-difluoro phenyl isocyanate (0.042 g, 0.280 mmol), and the mixture was stirred at ambient temperature overnight. The DCM was evaporated from the reaction mixture, the crude residue was dissolved in 5.0 mL of DMSO and purified by RP-HPLC. The proper fractions were collected and lyophilized to afford the 1-(2,4-difluoro-phenyl)-3-[4-(2-imidazol-1-yl-et...